This data is from the Open Reaction Database (ORD), a public repository of structured organic reaction records. The task is: describe an organic reaction: reactants, conditions, products, and yield Reactants: FC1(CCN(CC1)C(=O)C=1NC2=CC=C(C=C2C1)OC1CCN(CC1)C(C)C)F ((4,4-Difluoro-piperidin-1-yl)-[5-(1-isopropyl-piperidin-4-yloxy)-1H-indol-2-yl]-methanone), FC1(CCN(CC1)C(=O)C=1NC2=CC=C(C=C2C1)OC1CCN(CC1)C(C)C)F ((4,4-Difluoro-piperidin-1-yl)-[5-(1-isopropyl-piperidin-4-yloxy)-1H-indol-2-yl]-methanone), FC=1C=C(C=C(C1)F)B(O)O (3,5-difluorophenylboronic acid), N1=CC=CC=C1 (pyridine). The reagents and catalysts are C(C)(=O)[O-].[Cu+2].C(C)(=O)[O-] (copper(II) acetate). The solvent is ClCCl (dichloromethane). Conditions: time 2 day. The product is FC=1C=C(C=C(C1)F)N1C(=CC2=CC(=CC=C12)OC1CCN(CC1)C(C)C)C(=O)N1CCC(CC1)(F)F ([1-(3,5-Difluoro-phenyl)-5-(1-isopropyl-piperidin-4-yloxy)-1H-indol-2-yl]-(4,4-difluoro-piperidin-1-yl)-methanone). Reaction SMILES: [F:1][C:2]1([F:29])[CH2:7][CH2:6][N:5]([C:8]([C:10]2[NH:11][C:12]3[C:17]([CH:18]=2)=[CH:16][C:15]([O:19][CH:20]2[CH2:25][CH2:24][N:23]([CH:26]([CH3:28])[CH3:27])[CH2:22][CH2:21]2)=[CH:14][CH:13]=3)=[O:9])[CH2:4][CH2:3]1.[F:30][C:31]1[CH:32]=[C:33](B(O)O)[CH:34]=[C:35]([F:37])[CH:36]=1.N1C=CC=CC=1>ClCCl.C([O-])(=O)C.[Cu+2].C([O-])(=O)C>[F:30][C:31]1[CH:32]=[C:33]([N:11]2[C:12]3[C:17](=[CH:16][C:15]([O:19][CH:20]4[CH2:25][CH2:24][N:23]([CH:26]([CH3:27])[CH3:28])[CH2:22][CH2:21]4)=[CH:14][CH:13]=3)[CH:18]=[C:10]2[C:8]([N:5]2[CH2:6][CH2:7][C:2]([F:1])([F:29])[CH2:3][CH2:4]2)=[O:9])[CH:34]=[C:35]([F:37])[CH:36]=1 |f:4.5.6|. Procedure details: A mixture of (4,4-difluoro-piperidin-1-yl)-[5-(1-isopropyl-piperidin-4-yloxy)-1H-indol-2-yl]-methanone (intermediate 1, 100 mg, 1.0 eq.), anhydrous copper(II) acetate (90 mg, 2.0 eq.), 3,5-difluorophenylboronic acid (123 mg, 3 eq.) and pyridine (80 uL, 4 eq.) in dichloromethane (2.5 mL) was stirred at room temperature for 2 days, evaporated to dryness and purified on silica gel, eluting with a 98:2 to 95:5 gradient of dichloromethane/methanol, to yield 79 mg (61%) from the desired product as lig... Reactants: [BH4-].[Na+] (sodium borohydride), O=C1C(=C(C(C1C(COC1=CC=CC=C1)=O)(C)C)C#CC(=CC=O)C)C (5-[3-oxo-4-phenoxyacetyl-2,5,5-trimethyl-cyclopent-1-en-1-yl]-3-methyl-pent-2-en-4-yn-1-al), O (water). Run in C(C)O (ethanol). Reaction conditions: time 10 minute. The product is O=C1C(=C(C(C1C(COC1=CC=CC=C1)=O)(C)C)C#CC(=CCO)C)C (5-[3-oxo-4-phenoxyacetyl-2,5,5-trimethyl-cyclopent-1-en-1-yl]-3-methyl-pent-2-en-4-yn-1-ol). As a reaction SMILES: [O:1]=[C:2]1[CH:6]([C:7](=[O:16])[CH2:8][O:9][C:10]2[CH:15]=[CH:14][CH:13]=[CH:12][CH:11]=2)[C:5]([CH3:18])([CH3:17])[C:4]([C:19]#[C:20][C:21]([CH3:25])=[CH:22][CH:23]=[O:24])=[C:3]1[CH3:26].[BH4-].[Na+].O>C(O)C>[O:1]=[C:2]1[CH:6]([C:7](=[O:16])[CH2:8][O:9][C:10]2[CH:11]=[CH:12][CH:13]=[CH:14][CH:15]=2)[C:5]([CH3:17])([CH3:18])[C:4]([C:19]#[C:20][C:21]([CH3:25])=[CH:22][CH2:23][OH:24])=[C:3]1[CH3:26] |f:1.2|. Procedure: 42 g of 5-[3-oxo-4-phenoxyacetyl-2,5,5-trimethyl-cyclopent-1-en-1-yl]-3-methyl-pent-2-en-4-yn-1-al are dissolved in 420 ml of ethanol. The solution is treated at -40° C. with 1.16 g of sodium borohydride and stirred for 10 minutes. The mixture is then introduced into water and extracted with ether. The 5-[3-oxo-4-phenoxyacetyl-2,5,5-trimethyl-cyclopent-1-en-1-yl]-3-methyl-pent-2-en-4-yn-1-ol is obtained as a viscous oil.